Task: describe an organic reaction: reactants, conditions, products, and yield. Dataset: the Open Reaction Database (ORD), a public repository of structured organic reaction records Starting materials: CCc1sc(C(=O)OC)cc1-c1ccnn1C, [Na+], C1CCOC1, [OH-]. The product is CCc1sc(C(=O)O)cc1-c1ccnn1C. RXN SMILES: [CH2:1]([CH3:2])[c:3]1[c:4](-[c:12]2[cH:13][cH:14][n:15][n:16]2[CH3:17])[cH:5][c:6]([C:8](=[O:9])[O:10][CH3:11])[s:7]1.[Na+:19].[O:20]1[CH2:21][CH2:22][CH2:23][CH2:24]1.[OH-:18]>>[CH2:1]([CH3:2])[c:3]1[c:4](-[c:12]2[cH:13][cH:14][n:15][n:16]2[CH3:17])[cH:5][c:6]([C:8](=[O:9])[OH:10])[s:7]1.